This data is from the Open Reaction Database (ORD), a public repository of structured organic reaction records. The task is: describe an organic reaction: reactants, conditions, products, and yield Starting materials: FC=1C=CC(=NC1)N1C=C(C(C2=CC(=C(N=C12)N1CCNCC1)F)=O)C(=O)OCC (ethyl 1-(5-fluoro-2-pyridyl)-6-fluoro-7-(1-piperazinyl)-1,4-dihydro-4-oxo-1,8-naphthyridine-3-carboxylate), Cl (hydrochloric acid). The solvent is O (water). Reaction conditions: time 2 hour. Yields the product Cl.FC=1C=CC(=NC1)N1C=C(C(C2=CC(=C(N=C12)N1CCNCC1)F)=O)C(=O)O (1-(5-fluoro-2-pyridyl)-6-fluoro-7-(1-piperazinyl)-1,4-dihydro-4-oxo-1,8-naphthyridine-3-carboxylic acid hydrochloride). Reaction SMILES: [F:1][C:2]1[CH:3]=[CH:4][C:5]([N:8]2[C:17]3[C:12](=[CH:13][C:14]([F:24])=[C:15]([N:18]4[CH2:23][CH2:22][NH:21][CH2:20][CH2:19]4)[N:16]=3)[C:11](=[O:25])[C:10]([C:26]([O:28]CC)=[O:27])=[CH:9]2)=[N:6][CH:7]=1.[ClH:31]>O>[ClH:31].[F:1][C:2]1[CH:3]=[CH:4][C:5]([N:8]2[C:17]3[C:12](=[CH:13][C:14]([F:24])=[C:15]([N:18]4[CH2:19][CH2:20][NH:21][CH2:22][CH2:23]4)[N:16]=3)[C:11](=[O:25])[C:10]([C:26]([OH:28])=[O:27])=[CH:9]2)=[N:6][CH:7]=1 |f:3.4|. Reported procedure: 0.5 g of ethyl 1-(5-fluoro-2-pyridyl)-6-fluoro-7-(1-piperazinyl)-1,4-dihydro-4-oxo-1,8-naphthyridine-3-carboxylate is added to 10 ml of water and 10 ml of conc. hydrochloric acid. The mixture is refluxed for 24 hours, cooled to room temperature and concentrated under a reduced pressure. The concentrate is added with 20 ml of ethanol and stirred at room temperature for 2 hours, filtered and dried. The product is recrystallized in a mixed solvent of water and methanol to obtain 0.39 g of the desir...